From a dataset of the Open Reaction Database (ORD), a public repository of structured organic reaction records. describe an organic reaction: reactants, conditions, products, and yield The reactants are FC(OC1=C(C(=C(C=C1)C1=C2CCC(C2=CC=C1)=O)O)OC)F (4-(4-(difluoromethoxy)-2-hydroxy-3-methoxyphenyl)-2,3-dihydro-1H-inden-1-one), C([O-])([O-])=O.[K+].[K+] (potassium carbonate), BrCC1=CC=C(C=C1)S(=O)(=O)N (4-bromomethyl-benzenesulfonamide). Solvent: C(C)#N (acetonitrile). Conditions: temperature 80 celsius. The product is FC(OC=1C(=C(OCC2=CC=C(C=C2)S(=O)(=O)N)C(=CC1)C1=C2CCC(C2=CC=C1)=O)OC)F (4-[3-Difluoromethoxy-2-methoxy-6-(1-oxo-indan-4-yl)-phenoxymethyl]-benzenesulfonamide). Yield: 32.7%. RXN SMILES: [F:1][CH:2]([F:23])[O:3][C:4]1[CH:9]=[CH:8][C:7]([C:10]2[CH:18]=[CH:17][CH:16]=[C:15]3[C:11]=2[CH2:12][CH2:13][C:14]3=[O:19])=[C:6]([OH:20])[C:5]=1[O:21][CH3:22].C(=O)([O-])[O-].[K+].[K+].Br[CH2:31][C:32]1[CH:37]=[CH:36][C:35]([S:38]([NH2:41])(=[O:40])=[O:39])=[CH:34][CH:33]=1>C(#N)C>[F:1][CH:2]([F:23])[O:3][C:4]1[C:5]([O:21][CH3:22])=[C:6]([C:7]([C:10]2[CH:18]=[CH:17][CH:16]=[C:15]3[C:11]=2[CH2:12][CH2:13][C:14]3=[O:19])=[CH:8][CH:9]=1)[O:20][CH2:31][C:32]1[CH:33]=[CH:34][C:35]([S:38]([NH2:41])(=[O:40])=[O:39])=[CH:36][CH:37]=1 |f:1.2.3|. Procedure details: To a stirring solution of 4-(4-(difluoromethoxy)-2-hydroxy-3-methoxyphenyl)-2,3-dihydro-1H-inden-1-one (80 mg, 0.25 mmol) in acetonitrile (10 mL), was added potassium carbonate (104 mg, 0.75 mmol) and 4-bromomethyl-benzenesulfonamide (125 mg, 0.5 mmol) and the resultant reaction mixture was heated to 80° C. for 16 h. The reaction mixture was cooled to RT and filtered through celite and the filtrate was concentrated under reduced pressure. The residue was purified by column chromatography (silica... Reactants: C(C(=O)Cl)(=O)Cl (oxalyl chloride), S1C(=NC=2CCOC3=C(C12)C=CC=C3)C(=O)O (4,5-dihydro-6-oxa-1-thia-3-aza-benzo[e]azulene-2-carboxylic acid), ClC1=C(NC)C=CC=C1 (2-chloro-N-methyl aniline). Reagents/catalysts: CN(C)C=O (DMF). Solvent: C(Cl)Cl (DCM), C(Cl)Cl (DCM). Conditions: time 40 minute. Yields the product ClC1=C(C=CC=C1)N(C(=O)C1=NC=2CCOC3=C(C2S1)C=CC=C3)C (4,5-dihydro-6-oxa-1-thia-3-aza-benzo[e]azulene-2-carboxylic acid (2-chloro-phenyl)-methyl-amide). The yield is 29.8%. As a reaction SMILES: [S:1]1[C:10]2[C:9]3[CH:11]=[CH:12][CH:13]=[CH:14][C:8]=3[O:7][CH2:6][CH2:5][C:4]=2[N:3]=[C:2]1[C:15]([OH:17])=O.C(Cl)(=O)C(Cl)=O.[Cl:24][C:25]1[CH:32]=[CH:31][CH:30]=[CH:29][C:26]=1[NH:27][CH3:28]>C(Cl)Cl.CN(C=O)C>[Cl:24][C:25]1[CH:32]=[CH:31][CH:30]=[CH:29][C:26]=1[N:27]([CH3:28])[C:15]([C:2]1[S:1][C:10]2[C:9]3[CH:11]=[CH:12][CH:13]=[CH:14][C:8]=3[O:7][CH2:6][CH2:5][C:4]=2[N:3]=1)=[O:17]. Procedure: To a suspension of 4,5-dihydro-6-oxa-1-thia-3-aza-benzo[e]azulene-2-carboxylic acid (1 eq, 0.38 mmol, 101 mg) in anhydrous DCM (3 ml), 1 drop of DMF was added, followed by 2M oxalyl chloride in DCM (1.7 eq, 0.65 mmol, 330 ul) dropwise. Effervescence was seen and the reaction was stirred at room temperature for 40 mins before evaporating in vacuo. The crude material was dissolved in DCM (3 ml) and 2-chloro-N-methyl aniline (2 eq, 0.76 mmol, 94 ul) was added. The reaction was stirred at room tempe... The reactants are S1C(=CC=C1)CC(=O)NC1[C@@H]2N(C(C(=CS2)C(C)O)C(=O)OC(C2=CC=CC=C2)C2=CC=CC=C2)C1=O (benzhydryl 7-(2-thienylacetamido)-3-(1-hydroxyethyl)-2-cephem-4-carboxylate), CC(=O)C (acetone), [Cr](=O)(=O)(O)O (chromic acid). Run in C(C)(C)O (isopropanol). Yields the product S1C(=CC=C1)CC(=O)NC1[C@@H]2N(C(C(=CS2)C(C)=O)C(=O)OC(C2=CC=CC=C2)C2=CC=CC=C2)C1=O (Benzhydryl 7-(2-thienylacetamido)-3-acetyl-2-cephem-4-carboxylate). The yield is 71.2%. RXN SMILES: [S:1]1[CH:5]=[CH:4][CH:3]=[C:2]1[CH2:6][C:7]([NH:9][CH:10]1[C:36](=[O:37])[N:12]2[CH:13]([C:20]([O:22][CH:23]([C:30]3[CH:35]=[CH:34][CH:33]=[CH:32][CH:31]=3)[C:24]3[CH:29]=[CH:28][CH:27]=[CH:26][CH:25]=3)=[O:21])[C:14]([CH:17]([OH:19])[CH3:18])=[CH:15][S:16][C@H:11]12)=[O:8].CC(C)=O.[Cr](O)(O)(=O)=O>C(O)(C)C>[S:1]1[CH:5]=[CH:4][CH:3]=[C:2]1[CH2:6][C:7]([NH:9][CH:10]1[C:36](=[O:37])[N:12]2[CH:13]([C:20]([O:22][CH:23]([C:24]3[CH:29]=[CH:28][CH:27]=[CH:26][CH:25]=3)[C:30]3[CH:31]=[CH:32][CH:33]=[CH:34][CH:35]=3)=[O:21])[C:14]([C:17](=[O:19])[CH3:18])=[CH:15][S:16][C@H:11]12)=[O:8]. Procedure details: To a stirred solution of 2.98 g. of benzhydryl 7-(2-thienylacetamido)-3-(1-hydroxyethyl)-2-cephem-4-carboxylate in 200 ml. of acetone was added dropwise 2.83 ml. of a 2.26 molar chromic acid solution. The reaction mixture was allowed to stir at room temperature for ten minutes, after which time approximately 10 ml. of isopropanol was added. The reaction mixture was stirred for 5 minutes and then evaporated in vacuo to dryness. The residue was taken up in a mixture of ethyl acetate and water and ... The reactants are ClC1=NC(=CC(=N1)COCC1CC1)COCC(F)(F)F (2-Chloro-4-((cyclopropylmethoxy)methyl)-6-((2,2,2-trifluoroethoxy)methyl)pyrimidine), COC=1C=C(N)C=CC1N1C=NC(=C1)C (3-methoxy-4-(4-methyl-1H-imidazol-1-yl)aniline), C1(CCCCC1)P(C1=C(C=CC=C1)C1=CC=CC=C1)C1CCCCC1 (2-(dicyclohexylphosphino)-biphenyl). The reagents and catalysts are C(C)(=O)[O-].[Pd+2].C(C)(=O)[O-] (palladium (II) acetate). The solvent is O1CCOCC1 (dioxane). Conditions: temperature 120 celsius. Product: C1(CC1)COCC1=NC(=NC(=C1)COCC(F)(F)F)NC1=CC(=C(C=C1)N1C=NC(=C1)C)OC (4-((Cyclopropylmethoxy)methyl)-N-(3-methoxy-4-(4-methyl-1H-imidazol-1-yl)phenyl)-6-((2,2,2-trifluoroethoxy)methyl)pyrimidin-2-amine). RXN SMILES: Cl[C:2]1[N:7]=[C:6]([CH2:8][O:9][CH2:10][CH:11]2[CH2:13][CH2:12]2)[CH:5]=[C:4]([CH2:14][O:15][CH2:16][C:17]([F:20])([F:19])[F:18])[N:3]=1.[CH3:21][O:22][C:23]1[CH:24]=[C:25]([CH:27]=[CH:28][C:29]=1[N:30]1[CH:34]=[C:33]([CH3:35])[N:32]=[CH:31]1)[NH2:26].C1(P(C2CCCCC2)C2C=CC=CC=2C2C=CC=CC=2)CCCCC1>C([O-])(=O)C.[Pd+2].C([O-])(=O)C.O1CCOCC1>[CH:11]1([CH2:10][O:9][CH2:8][C:6]2[CH:5]=[C:4]([CH2:14][O:15][CH2:16][C:17]([F:20])([F:19])[F:18])[N:3]=[C:2]([NH:26][C:25]3[CH:27]=[CH:28][C:29]([N:30]4[CH:34]=[C:33]([CH3:35])[N:32]=[CH:31]4)=[C:23]([O:22][CH3:21])[CH:24]=3)[N:7]=2)[CH2:13][CH2:12]1 |f:3.4.5|. Reported procedure: 2-Chloro-4-((cyclopropylmethoxy)methyl)-6-((2,2,2-trifluoroethoxy)methyl)pyrimidine (approximately 50% pure, 33 mg, 0.11 mmol), 3-methoxy-4-(4-methyl-1H-imidazol-1-yl)aniline (26 mg, 0.13 mmol), palladium (II) acetate (4 mg, 0.02 mmol), 2-(dicyclohexylphosphino)-biphenyl (6 mg, 0.02 mmol) cesium carbonate (69 mg, 0.21 mmol) and dioxane (2 mL) were mixed in a vial. The vial was capped, evacuated and flushed with nitrogen. The mixture was heated by microwave irradiation at 120° C. for 1.5 h. The m... The reactants are N1(C=NC2=C1C=CC=C2)C2CCN(CC2)C[C@H]2CN(C[C@@H]2C2=CC=CC=C2)[C@@H](C(=O)OCC2=CC=C(C=C2)OC)C2CCCCC2 (α-(R)-(3-(S)-((4-Benzoimidazol-1-yl-piperidin-1-yl)methyl)4-(S)-phenyl-pyrrolidin-1-yl)-cyclohexaneacetic acid, 4-methoxy-benzyl ester), C1(=CC=CC=C1)OC (anisole), C(=O)(C(F)(F)F)O (TFA). Run at time 1.5 hour. Product: N1(C=NC2=C1C=CC=C2)C2CCN(CC2)C[C@H]2CN(C[C@@H]2C2=CC=CC=C2)[C@@H](C(=O)O)C2CCCC2 (α-(R)-(3-(S)-((4-Benzoimidazol-1-yl-piperidin-1-yl)methyl)-4-(S)-phenylpyrrolidin-1-yl)-cyclopentaneacetic acid). Isolated yield 115.5%. RXN SMILES: [N:1]1([CH:10]2[CH2:15][CH2:14][N:13]([CH2:16][C@@H:17]3[C@@H:21]([C:22]4[CH:27]=[CH:26][CH:25]=[CH:24][CH:23]=4)[CH2:20][N:19]([C@H:28]([CH:41]4C[CH2:45][CH2:44][CH2:43][CH2:42]4)[C:29]([O:31]CC4C=CC(OC)=CC=4)=[O:30])[CH2:18]3)[CH2:12][CH2:11]2)[C:5]2[CH:6]=[CH:7][CH:8]=[CH:9][C:4]=2[N:3]=[CH:2]1.C1(OC)C=CC=CC=1.C(O)(C(F)(F)F)=O>>[N:1]1([CH:10]2[CH2:15][CH2:14][N:13]([CH2:16][C@@H:17]3[C@@H:21]([C:22]4[CH:23]=[CH:24][CH:25]=[CH:26][CH:27]=4)[CH2:20][N:19]([C@H:28]([CH:41]4[CH2:42][CH2:43][CH2:44][CH2:45]4)[C:29]([OH:31])=[O:30])[CH2:18]3)[CH2:12][CH2:11]2)[C:5]2[CH:6]=[CH:7][CH:8]=[CH:9][C:4]=2[N:3]=[CH:2]1. Procedure: To 26.5 mg of α-(R)-(3-(S)-((4-benzoimidazol-1-yl-piperidin-1-yl)methyl)-4-(S)-phenyl-pyrrolidin-1-yl)- cyclohexaneacetic acid, 4-methoxy-benzyl ester (from Step D) was added 0.2 mL of anisole and 2 mL of TFA. After stirring at room temperature for 1.5 hours, concentrated under pressure. The residue was purified by flash chromatography eluting with 10% CH3OH in CH2Cl2, then 15% CH3OH/1% NH4OH in CH2Cl2 to give 24 mg of the title compound as a solid. 1H NMR (400 MHz, CDCl3): δ1.17-3.73 (m, 28H), ... Starting materials: BrC1=CC=C(C=C1)C(C1=CC=C(C=C1)O)=C1CC(CC(C1)(C)C)(C)C (4-[(4-Bromophenyl)(3,3,5,5-tetramethylcyclohexylidene)methyl]phenol), COC(=O)C1=C(C=CC=C1)B(O)O ((2-methoxycarbonylphenyl)boronic acid), C(=O)([O-])[O-].[Na+].[Na+] (Na2CO3). Reagents/catalysts: C=1C=CC(=CC1)[P](C=2C=CC=CC2)(C=3C=CC=CC3)[Pd]([P](C=4C=CC=CC4)(C=5C=CC=CC5)C=6C=CC=CC6)([P](C=7C=CC=CC7)(C=8C=CC=CC8)C=9C=CC=CC9)[P](C=1C=CC=CC1)(C=1C=CC=CC1)C=1C=CC=CC1 (Pd(PPh3)4). Run in COCCOC (DME). Reaction conditions: temperature 160 celsius. The product is OC1=CC=C(C=C1)C(C1=CC=C(C=C1)C=1C(=CC=CC1)C(=O)OC)=C1CC(CC(C1)(C)C)(C)C (Methyl 4′-[(4-hydroxyphenyl)(3,3,5,5-tetramethylcyclohexylidene)methyl]-2-biphenylcarboxylate). Yield: 67.5%. Reaction SMILES: Br[C:2]1[CH:7]=[CH:6][C:5]([C:8](=[C:16]2[CH2:21][C:20]([CH3:23])([CH3:22])[CH2:19][C:18]([CH3:25])([CH3:24])[CH2:17]2)[C:9]2[CH:14]=[CH:13][C:12]([OH:15])=[CH:11][CH:10]=2)=[CH:4][CH:3]=1.[CH3:26][O:27][C:28]([C:30]1[CH:35]=[CH:34][CH:33]=[CH:32][C:31]=1B(O)O)=[O:29].C([O-])([O-])=O.[Na+].[Na+]>C1C=CC([P]([Pd]([P](C2C=CC=CC=2)(C2C=CC=CC=2)C2C=CC=CC=2)([P](C2C=CC=CC=2)(C2C=CC=CC=2)C2C=CC=CC=2)[P](C2C=CC=CC=2)(C2C=CC=CC=2)C2C=CC=CC=2)(C2C=CC=CC=2)C2C=CC=CC=2)=CC=1.COCCOC>[OH:15][C:12]1[CH:11]=[CH:10][C:9]([C:8](=[C:16]2[CH2:21][C:20]([CH3:22])([CH3:23])[CH2:19][C:18]([CH3:24])([CH3:25])[CH2:17]2)[C:5]2[CH:6]=[CH:7][C:2]([C:31]3[C:30]([C:28]([O:27][CH3:26])=[O:29])=[CH:35][CH:34]=[CH:33][CH:32]=3)=[CH:3][CH:4]=2)=[CH:14][CH:13]=1 |f:2.3.4,^1:48,50,69,88|. Procedure: A sealed tube containing 4-[(4-bromophenyl)(3,3,5,5-tetramethylcyclohexylidene)methyl]phenol (14) (0.30 g, 0.75 mmol), (2-methoxycarbonylphenyl)boronic acid (0.29 g, 1.50 mmol), Pd(PPh3)4 (87 mg, 0.08 mmol), 2 M Na2CO3 (4 mL) and DME (4 mL) was heated at 160° C. for 25 minutes. Cooled to room temperature, the mixture was extracted with EtOAc. The EtOAc extracts were combined and washed with water, brine, dried over Na2SO4, filtered, and the filtrate was concentrated to give the crude product as ... Starting materials: C(C)(=O)OCC1=NC(=CC=C1CN1N=C2N(C=CC(=C2C2=CC=NC=C2)C2=CC=C(C=C2)Cl)C1=O)C(F)(F)F ((3-((7-(4-chlorophenyl)-3-oxo-8-(pyridin-4-yl)-[1,2,4]triazolo[4,3-a]pyridin-2(3H)-yl)methyl)-6-(trifluoromethyl)pyridin-2-yl)methyl acetate), C(=O)([O-])[O-].[K+].[K+] (K2CO3). Solvent: CO (methanol). Yields the product ClC1=CC=C(C=C1)C1=C(C=2N(C=C1)C(N(N2)CC=2C(=NC(=CC2)C(F)(F)F)CO)=O)C2=CC=NC=C2 (7-(4-chlorophenyl)-2-((2-(hydroxymethyl)-6-(trifluoromethyl)pyridin-3-yl)methyl)-8-(pyridin-4-yl)-[1,2,4]triazolo[4,3-a]pyridin-3(2H)-one). The yield is 76.8%. Reaction SMILES: C([O:4][CH2:5][C:6]1[C:11]([CH2:12][N:13]2[C:34](=[O:35])[N:16]3[CH:17]=[CH:18][C:19]([C:27]4[CH:32]=[CH:31][C:30]([Cl:33])=[CH:29][CH:28]=4)=[C:20]([C:21]4[CH:26]=[CH:25][N:24]=[CH:23][CH:22]=4)[C:15]3=[N:14]2)=[CH:10][CH:9]=[C:8]([C:36]([F:39])([F:38])[F:37])[N:7]=1)(=O)C.C([O-])([O-])=O.[K+].[K+]>CO>[Cl:33][C:30]1[CH:29]=[CH:28][C:27]([C:19]2[CH:18]=[CH:17][N:16]3[C:34](=[O:35])[N:13]([CH2:12][C:11]4[C:6]([CH2:5][OH:4])=[N:7][C:8]([C:36]([F:38])([F:39])[F:37])=[CH:9][CH:10]=4)[N:14]=[C:15]3[C:20]=2[C:21]2[CH:22]=[CH:23][N:24]=[CH:25][CH:26]=2)=[CH:32][CH:31]=1 |f:1.2.3|. Procedure: A solution of (3-((7-(4-chlorophenyl)-3-oxo-8-(pyridin-4-yl)-[1,2,4]triazolo[4,3-a]pyridin-2(3H)-yl)methyl)-6-(trifluoromethyl)pyridin-2-yl)methyl acetate (220 mg, 0.397 mmol) and 1.0 M aqueous K2CO3 solution (3.1 mL, 3.1 mmol) in methanol (7 mL) was stirred at room temperature for 30 min, then concentrated under reduced pressure. The crude product was purified using a silica gel cartridge (12 g) eluted with a gradient of ethyl acetate (50-100%) in hexanes to afford 156 mg (77%) of the title com...